Dataset: the Open Reaction Database (ORD), a public repository of structured organic reaction records. Task: describe an organic reaction: reactants, conditions, products, and yield Starting materials: C(=O)(O)[O-].[Na+] (NaHCO3), [Na+].[I-] (NaI), BrC1=CC=C(S1)Cl (5-bromo-2-chloro-thiophene), C(C=C)O (allyl alcohol). The reagents and catalysts are CC(=O)[O-].CC(=O)[O-].[Pd+2] (Pd(OAc)2). The solvent is CN(C)P(=O)(N(C)C)N(C)C (HMPA), CCOCC (Et2O). Run at temperature 90 celsius, time 16 hour. The product is ClC1=CC=C(S1)CCC=O (3-(5-Chloro-thiophen-2-yl)-propionaldehyde). The yield is 20.4%. Reaction SMILES: C([O-])(O)=O.[Na+].[Na+].[I-].Br[C:9]1[S:13][C:12]([Cl:14])=[CH:11][CH:10]=1.[CH2:15]([OH:18])[CH:16]=[CH2:17]>CN(P(N(C)C)(N(C)C)=O)C.CCOCC.CC([O-])=O.CC([O-])=O.[Pd+2]>[Cl:14][C:12]1[S:13][C:9]([CH2:17][CH2:16][CH:15]=[O:18])=[CH:10][CH:11]=1 |f:0.1,2.3,8.9.10|. Reported procedure: To a mixture of Pd(OAc)2 (0.12 g, 0.53 mmol), NaHCO3 (0.52 g, 6.19 mmol) and NaI (0.28 g, 1.87 mmol) in 5 mL of HMPA is added 5-bromo-2-chloro-thiophene (1.00 g, 5.06 mmol) and allyl alcohol (1.03 mL, 15.2 mmol). The mixture is heated to 90° C. and stirred for 16 hours. The reaction mixture is cooled to room temperature, diluted with Et2O and washed with water. The organic layer is dried over MgSO4, filtered and concentrated in vacuo. The crude residue is purified by flash column chromatography ... The reactants are C1CCOC1, COC(=O)c1cc(Cl)cc(-c2cccc([N+](=O)[O-])c2)c1OC. Yields the product COc1c(C(=O)O)cc(Cl)cc1-c1cccc([N+](=O)[O-])c1. As a reaction SMILES: [CH2:23]1[O:24][CH2:25][CH2:26][CH2:27]1.[CH3:1][O:2][C:3](=[O:4])[c:5]1[c:6]([O:21][CH3:22])[c:7](-[c:12]2[cH:13][c:14]([N+:18](=[O:19])[O-:20])[cH:15][cH:16][cH:17]2)[cH:8][c:9]([Cl:11])[cH:10]1>>[O:2]=[C:3]([OH:4])[c:5]1[c:6]([O:21][CH3:22])[c:7](-[c:12]2[cH:13][c:14]([N+:18](=[O:19])[O-:20])[cH:15][cH:16][cH:17]2)[cH:8][c:9]([Cl:11])[cH:10]1.